This data is from the Open Reaction Database (ORD), a public repository of structured organic reaction records. The task is: describe an organic reaction: reactants, conditions, products, and yield Starting materials: CC=1C=C(C=CC1)NC=1C2=C(N=CN1)C=NC(=N2)N2CCC(CC2)C(=O)O (4-[(3-Methylphenyl)amino]-6-(4-carboxy-1-piperidinyl)pyrimido[5,4-d]pyrimidine), S(=O)(Cl)Cl (thionyl chloride), CO (methanol). Yields the product CC=1C=C(C=CC1)NC=1C2=C(N=CN1)C=NC(=N2)N2CCC(CC2)C(=O)OC (4-[(3-Methylphenyl)amino]-6-(4-methoxycarbonyl-1-piperidinyl)-pyrimido[5,4-d]pyrimidine). RXN SMILES: [CH3:1][C:2]1[CH:3]=[C:4]([NH:8][C:9]2[C:10]3[N:18]=[C:17]([N:19]4[CH2:24][CH2:23][CH:22]([C:25]([OH:27])=[O:26])[CH2:21][CH2:20]4)[N:16]=[CH:15][C:11]=3[N:12]=[CH:13][N:14]=2)[CH:5]=[CH:6][CH:7]=1.S(Cl)(Cl)=O.[CH3:32]O>>[CH3:1][C:2]1[CH:3]=[C:4]([NH:8][C:9]2[C:10]3[N:18]=[C:17]([N:19]4[CH2:24][CH2:23][CH:22]([C:25]([O:27][CH3:32])=[O:26])[CH2:21][CH2:20]4)[N:16]=[CH:15][C:11]=3[N:12]=[CH:13][N:14]=2)[CH:5]=[CH:6][CH:7]=1. Procedure details: Prepared from compound 46 of Example 1 by reaction with thionyl chloride and methanol. Starting materials: CCC(=O)OCOC(=O)C1=C(C)N(COC)C(C)=C(C(=O)OCOC(=O)CC)C1c1cccc([N+](=O)[O-])c1, CC(C)OC(C)C, O. Product: CCC(=O)OCOC(=O)C1=C(C)N(COC)C(C)=C(C(=O)O)C1c1cccc([N+](=O)[O-])c1. Reaction SMILES: [CH3:1][C:2]1=[C:7]([C:8](=[O:9])[O:10][CH2:11][O:12][C:13](=[O:14])[CH2:15][CH3:16])[CH:6]([c:17]2[cH:18][c:19]([N+:23](=[O:24])[O-:25])[cH:20][cH:21][cH:22]2)[C:5]([C:26](=[O:27])[O:28][CH2:29][O:30][C:31]([CH2:32][CH3:33])=[O:34])=[C:4]([CH3:35])[N:3]1[CH2:36][O:37][CH3:38].[CH:39]([O:40][CH:41]([CH3:42])[CH3:43])([CH3:44])[CH3:45].[OH2:46]>>[CH3:1][C:2]1=[C:7]([C:8](=[O:9])[OH:10])[CH:6]([c:17]2[cH:18][c:19]([N+:23](=[O:24])[O-:25])[cH:20][cH:21][cH:22]2)[C:5]([C:26](=[O:27])[O:28][CH2:29][O:30][C:31]([CH2:32][CH3:33])=[O:34])=[C:4]([CH3:35])[N:3]1[CH2:36][O:37][CH3:38]. The reactants are polystyrene, C(CN(CC(=O)O)CC(=O)O)N(CC(=O)O)CC(=O)O.[Na].[Na] (disodium ethylene diaminetetraacetic acid), C([O-])(O)=O.[Na+] (sodium bicarbonate), C(CCCCCCCCCCC)OS(=O)(=O)C1=CC=CC=C1.[Na] (sodium n-dodecylbenzene sulfonate). Run in O (water). Reaction conditions: temperature 85 celsius. Product: CC(=C)C1=CC=CC=C1.C(C=C)#N (α-methylstyrene acrylonitrile), C(CCCCCCC)S (n-octyl mercaptan). Isolated yield 1572.1%. As a reaction SMILES: C(N([CH2:17][C:18](O)=O)CC(O)=O)C[N:3](CC(O)=O)CC(O)=O.[Na].[Na].[C:23](=O)(O)[O-].[Na+].[CH2:28](O[S:41]([C:44]1[CH:49]=[CH:48][CH:47]=[CH:46][CH:45]=1)(=O)=O)[CH2:29][CH2:30]CCCCCCCCC.[Na]>O>[CH3:23][C:17]([C:44]1[CH:45]=[CH:46][CH:47]=[CH:48][CH:49]=1)=[CH2:18].[C:28](#[N:3])[CH:29]=[CH2:30].[CH2:44]([SH:41])[CH2:45][CH2:46][CH2:47][CH2:48][CH2:49][CH2:17][CH3:18] |f:0.1.2,3.4,5.6,8.9,^1:20,21,49|. Procedure details: A one-gallon, glass-lined latex reactor was charged with 1691 g of deionized water, 107 g of polystyrene seed latex (400 Angstrom number average particle size) (30% active), 0.2 g of disodium ethylene diaminetetraacetic acid, 1.0 g of sodium bicarbonate, and 20 g of 43% aqueous sodium n-dodecylbenzene sulfonate. The mixture was purged with nitrogen, and the reactor was then evacuated with a water aspirator three times at room temperature. After the final evacuation, the reactor was pressurized w... Starting materials: COC=1C=C2C(=NC=NC2=CC1OC)OC1=CC(=C(N)C=C1)[N+](=O)[O-] (4-[(6,7-dimethoxy-4-quinazolinyl)oxy]-2-nitroaniline), C(O)([O-])=O.[Na+] (sodium hydrogencarbonate), ClC(Cl)(OC(OC(Cl)(Cl)Cl)=O)Cl (Triphosgene), C1(CCCCC1)CN1CC(CC1)N (1-(Cyclohexylmethyl)-3-pyrrolidinamine). The solvent is C(C)N(CC)CC (triethylamine), C(Cl)(Cl)Cl (Chloroform). Conditions: time 30 minute. The product is C1(CCCCC1)CN1CC(CC1)NC(=O)NC1=C(C=C(C=C1)OC1=NC=NC2=CC(=C(C=C12)OC)OC)[N+](=O)[O-] (N-[1-(Cyclohexylmethyl)tetrahydro-1H-3-pyrrolyl]-N′-{4-[(6,7-dimethoxy-4-quinazolinyl)oxy]-2-nitrophenyl}urea). Isolated yield 21.1%. Reaction SMILES: [CH3:1][O:2][C:3]1[CH:4]=[C:5]2[C:10](=[CH:11][C:12]=1[O:13][CH3:14])[N:9]=[CH:8][N:7]=[C:6]2[O:15][C:16]1[CH:22]=[CH:21][C:19]([NH2:20])=[C:18]([N+:23]([O-:25])=[O:24])[CH:17]=1.ClC(Cl)(O[C:30](=[O:36])OC(Cl)(Cl)Cl)Cl.[CH:38]1([CH2:44][N:45]2[CH2:49][CH2:48][CH:47]([NH2:50])[CH2:46]2)[CH2:43][CH2:42][CH2:41][CH2:40][CH2:39]1.C(=O)([O-])O.[Na+]>C(N(CC)CC)C.C(Cl)(Cl)Cl>[CH:38]1([CH2:44][N:45]2[CH2:49][CH2:48][CH:47]([NH:50][C:30]([NH:20][C:19]3[CH:21]=[CH:22][C:16]([O:15][C:6]4[C:5]5[C:10](=[CH:11][C:12]([O:13][CH3:14])=[C:3]([O:2][CH3:1])[CH:4]=5)[N:9]=[CH:8][N:7]=4)=[CH:17][C:18]=3[N+:23]([O-:25])=[O:24])=[O:36])[CH2:46]2)[CH2:39][CH2:40][CH2:41][CH2:42][CH2:43]1 |f:3.4|. Procedure: Chloroform (13 ml) and triethylamine (2 ml) were added to 4-[(6,7-dimethoxy-4-quinazolinyl)oxy]-2-nitroaniline (100 mg) to prepare a solution. Triphosgene (96 mg) was added to the solution, and the mixture was stirred at room temperature for 30 min. 1-(Cyclohexylmethyl)-3-pyrrolidinamine (64 mg) was then added thereto, and the mixture was stirred at room temperature overnight. A saturated aqueous sodium hydrogencarbonate solution was added to the reaction solution, and the mixture was extracted ... Starting materials: CC#N, COc1ccc(Cc2nc3nc(F)nc(N)c3[nH]2)cc1OC, O=C(O)C(F)(F)F, O=C1CCC(=O)N1I. The product is COc1cc(I)c(Cc2nc3nc(F)nc(N)c3[nH]2)cc1OC. As a reaction SMILES: [CH3:38][C:39]#[N:40].[F:1][c:2]1[n:3][c:4]([NH2:22])[c:5]2[nH:6][c:7]([CH2:11][c:12]3[cH:13][c:14]([O:20][CH3:21])[c:15]([O:18][CH3:19])[cH:16][cH:17]3)[n:8][c:9]2[n:10]1.[F:31][C:32]([F:33])([F:34])[C:35]([OH:36])=[O:37].[O:23]=[C:24]1[N:25]([I:30])[C:26](=[O:27])[CH2:28][CH2:29]1>>[F:1][c:2]1[n:3][c:4]([NH2:22])[c:5]2[nH:6][c:7]([CH2:11][c:12]3[cH:13][c:14]([O:20][CH3:21])[c:15]([O:18][CH3:19])[cH:16][c:17]3[I:30])[n:8][c:9]2[n:10]1. The reactants are CCCc1c(OCCCSc2ccc(C(=O)CCC#N)cc2)ccc(C(C)=O)c1O, [Ca+2], O=C(OO)c1cccc(Cl)c1, ClCCl, [OH-], [OH-]. Yields the product CCCc1c(OCCCS(=O)(=O)c2ccc(C(=O)CCC#N)cc2)ccc(C(C)=O)c1O. As a reaction SMILES: [C:1]([CH3:2])(=[O:3])[c:4]1[c:5]([OH:30])[c:6]([CH2:27][CH2:28][CH3:29])[c:7]([O:8][CH2:9][CH2:10][CH2:11][S:12][c:13]2[cH:14][cH:15][c:16]([C:19]([CH2:20][CH2:21][C:22]#[N:23])=[O:24])[cH:17][cH:18]2)[cH:25][cH:26]1.[Ca+2:43].[Cl:31][c:32]1[cH:33][cH:34][cH:35][c:36]([C:37]([O:38][OH:39])=[O:40])[cH:41]1.[Cl:45][CH2:46][Cl:47].[OH-:42].[OH-:44]>>[C:1]([CH3:2])(=[O:3])[c:4]1[c:5]([OH:30])[c:6]([CH2:27][CH2:28][CH3:29])[c:7]([O:8][CH2:9][CH2:10][CH2:11][S:12]([c:13]2[cH:14][cH:15][c:16]([C:19]([CH2:20][CH2:21][C:22]#[N:23])=[O:24])[cH:17][cH:18]2)(=[O:42])=[O:44])[cH:25][cH:26]1. The reactants are BrC1=NC=C(C=C1)Br (2,5-dibromopyridine), CO (methanol), CC(C)([O-])C.[K+] (potassium tert-butoxide). Run in CN(C=O)C (N,N-dimethylformamide). Conditions: time 18 hour. Yields the product BrC=1C=CC(=NC1)OC (5-Bromo-2-methoxypyridine). RXN SMILES: Br[C:2]1[CH:7]=[CH:6][C:5]([Br:8])=[CH:4][N:3]=1.CO.C[C:12](C)([O-:14])C.[K+]>CN(C)C=O>[Br:8][C:5]1[CH:6]=[CH:7][C:2]([O:14][CH3:12])=[N:3][CH:4]=1 |f:2.3|. Procedure details: To a solution of 2,5-dibromopyridine (6.95 g, 29 mmol) in N,N-dimethylformamide (5 ml) was added methanol (3.56 ml) and 1M potassium tert-butoxide (32.3 ml) and the resulting mixture was stirred at room temperature for 18 hours. The resulting slurry was quenched with saturated aqueous ammonium chloride solution and partitioned between ethyl acetate and water. The crude product from the organic phase was chromatographed on silica gel eluting with a 1:9 mixture of ether and hexane to afford the 5-... Reactants: O=C1NC(=O)c2ccc(Br)cc2C1=CNCc1ccc(O)c(O)c1, CCCCBr, O=C([O-])[O-], CCCC[N+](CCCC)(CCCC)CCCC, CN(C)C=O, [I-], [K+], [K+]. Product: CCCCOc1ccc(CNC=C2C(=O)NC(=O)c3ccc(Br)cc32)cc1O. RXN SMILES: [Br:12][c:13]1[cH:14][c:15]2[c:20]([cH:21][cH:22]1)[C:19](=[O:23])[NH:18][C:17](=[O:24])[C:16]2=[CH:25][NH:26][CH2:27][c:28]1[cH:29][c:30]([OH:35])[c:31]([OH:34])[cH:32][cH:33]1.[Br:1][CH2:2][CH2:3][CH2:4][CH3:5].[C:6](=[O:7])([O-:8])[O-:9].[CH2:37]([N+:38]([CH2:39][CH2:40][CH2:41][CH3:42])([CH2:43][CH2:44][CH2:45][CH3:46])[CH2:47][CH2:48][CH2:49][CH3:50])[CH2:51][CH2:52][CH3:53].[CH3:54][N:55]([CH3:56])[CH:57]=[O:58].[I-:36].[K+:10].[K+:11]>>[CH2:2]([CH2:3][CH2:4][CH3:5])[O:34][c:31]1[c:30]([OH:35])[cH:29][c:28]([CH2:27][NH:26][CH:25]=[C:16]2[c:15]3[cH:14][c:13]([Br:12])[cH:22][cH:21][c:20]3[C:19](=[O:23])[NH:18][C:17]2=[O:24])[cH:33][cH:32]1. The reactants are CNC (Dimethylamine), O([Si](C)(C)C(C)(C)C)C(CCCI)C=1SC(=CN1)S(=O)(=O)N (2-(1-t-butyldimethylsiloxy-4-iodobutyl)-5-thiazole sulfonamide), CCCC[N+](CCCC)(CCCC)CCCC.[F-] (TBAF). The solvent is C1CCOC1 (THF). Conditions: time 2 hour. Product: OC(CCCN(C)C)C=1SC(=CN1)S(=O)(=O)N (2-(1-hydroxy-4-(N,N-dimethylamino)butyl)-5-thiazole sulfonamide). Isolated yield 72.0%. RXN SMILES: [CH3:1][NH:2][CH3:3].[O:4]([CH:12]([C:17]1[S:18][C:19]([S:22]([NH2:25])(=[O:24])=[O:23])=[CH:20][N:21]=1)[CH2:13][CH2:14][CH2:15]I)[Si](C(C)(C)C)(C)C.CCCC[N+](CCCC)(CCCC)CCCC.[F-]>C1COCC1>[OH:4][CH:12]([C:17]1[S:18][C:19]([S:22]([NH2:25])(=[O:24])=[O:23])=[CH:20][N:21]=1)[CH2:13][CH2:14][CH2:15][N:2]([CH3:3])[CH3:1] |f:2.3|. Procedure details: Dimethylamine was bubbled through a solution of 2-(1-t-butyldimethylsiloxy-4-iodobutyl)-5-thiazole sulfonamide (0.78 mmol, 0.37 g ) in THF (8 mL) at 0° C. After 30 minutes the solvent was removed and the residue taken up in THF and TBAF (1.17 mmol) added. The reaction was stirred at rt for 2 hours. The reaction was concentrated and the residue subjected to flash chromatography (5% MeOH/NH3 /CHCl3) to afford 0.16 g (72%) of 2-(1-hydroxy-4-(N,N-dimethylamino)butyl)-5-thiazole sulfonamide. Reactants: OCCCO, CC1C2CCC3C4CC=C5CC(N(C)C(=O)O)CCC5(C)C4CCC32CN1C, [Cl-], c1ccncc1. The product is CC1C2CCC3C4CC=C5CC(N(C)C(=O)OCCCO)CCC5(C)C4CCC32CN1C. As a reaction SMILES: [CH2:30]([CH2:31][CH2:32][OH:33])[OH:34].[CH3:2][N:3]([C:4]([OH:5])=[O:6])[CH:7]1[CH2:8][CH2:9][C:10]2([CH3:29])[CH:11]3[CH2:12][CH2:13][C:14]45[CH:15]([CH:16]3[CH2:17][CH:18]=[C:19]2[CH2:20]1)[CH2:21][CH2:22][CH:23]4[CH:24]([CH3:28])[N:25]([CH3:27])[CH2:26]5.[Cl-:1].[cH:35]1[cH:36][cH:37][n:38][cH:39][cH:40]1>>[CH3:2][N:3]([C:4](=[O:5])[O:6][CH2:30][CH2:31][CH2:32][OH:33])[CH:7]1[CH2:8][CH2:9][C:10]2([CH3:29])[CH:11]3[CH2:12][CH2:13][C:14]45[CH:15]([CH:16]3[CH2:17][CH:18]=[C:19]2[CH2:20]1)[CH2:21][CH2:22][CH:23]4[CH:24]([CH3:28])[N:25]([CH3:27])[CH2:26]5.